This data is from the Open Reaction Database (ORD), a public repository of structured organic reaction records. The task is: describe an organic reaction: reactants, conditions, products, and yield Starting materials: C([O-])([O-])=O (carbonate), O=C([C@H](O)[C@@H](O)[C@H](O)[C@H](O)CO)OC(=O)[C@H](O)[C@@H](O)[C@H](O)[C@H](O)CO (gluconic acid anhydride), [Ca] (calcium), O (water), steel, [Mg] (magnesium), heat-resistant glass. Conditions: time 18 hour. The product is C(CC(O)(C(=O)O)CC(=O)O)(=O)O (citric acid). As a reaction SMILES: O=C([O:13][C:14]([C@@H:16]([C@H:18]([C@@H:20]([C@@H:22](CO)[OH:23])O)[OH:19])O)=[O:15])[C@@H]([C@H]([C@@H]([C@@H](CO)O)O)O)O.[Mg].[Ca].[C:28](=O)([O-:30])[O-:29].[OH2:32]>>[C:14]([OH:13])(=[O:15])[CH2:16][C:18]([CH2:20][C:22]([OH:23])=[O:32])([C:28]([OH:30])=[O:29])[OH:19]. Reported procedure: 25 grams of gluconic acid anhydride; 80 grams of dried and purified magnesium hydroxycarbonate prepared by heating in a steel tray exposed to the steam and air at 165° C. for 18 hours so that all organic material present has been oxidized; 12 grams of magnesium acid citrate; and 4 grams of calcium as the carbonate were admixed, all in powdered form. Next 20 grams of distilled water was heated to a temperature of 80° C., and then added to the 300 gram heat-resistant glass bottle. The admixed powd... Solvent: Cl (hydrochloric acid). Reaction conditions: temperature 50 celsius, time 1 hour. Yield: 63.3%. Reactants: CSCCC=1N(C=CN1)CCCCC1=CC=C(C=C1)OC(C)(C)C (tert-Butyl 4-[4-[2-[2-(methylsulfanyl)ethyl]-1H-imidazol-1-yl]butyl]phenyl ether), [OH-].[Na+] (sodium hydroxide). RXN SMILES: [CH3:1][S:2][CH2:3][CH2:4][C:5]1[N:6]([CH2:10][CH2:11][CH2:12][CH2:13][C:14]2[CH:19]=[CH:18][C:17]([O:20]C(C)(C)C)=[CH:16][CH:15]=2)[CH:7]=[CH:8][N:9]=1.[OH-].[Na+]>Cl>[CH3:1][S:2][CH2:3][CH2:4][C:5]1[N:6]([CH2:10][CH2:11][CH2:12][CH2:13][C:14]2[CH:19]=[CH:18][C:17]([OH:20])=[CH:16][CH:15]=2)[CH:7]=[CH:8][N:9]=1 |f:1.2|. Yields the product CSCCC=1N(C=CN1)CCCCC1=CC=C(C=C1)O (4-[4-[2-[2-(methylsulfanyl)ethyl]-1H-imidazol-1-yl]butyl]phenol). Procedure details: tert-Butyl 4-[4-[2-[2-(methylsulfanyl)ethyl]-1H-imidazol-1-yl]butyl]phenyl ether (2.11 g) was dissolved in 4N hydrochloric acid (6 ml), and the mixture was stirred at 50° C. for 1 hr. The reaction mixture was neutralized with 30% aqueous sodium hydroxide solution to give crystals, which were collected by filtration and washed with diethyl ether to give the titled compound (1.12 g) as a colorless crystal powder.